describe an organic reaction: reactants, conditions, products, and yield From a dataset of the Open Reaction Database (ORD), a public repository of structured organic reaction records. Reactants: O=C([O-])[O-], CC(C)(C)C(=O)OCCl, CN(C)C=O, [K+], [K+], O, O=c1[nH]nc2ccc(NCCCN3CCC(OC(c4ccccc4)c4ccccc4)CC3)nn12. Reaction SMILES: [C:35](=[O:36])([O-:37])[O-:38].[C:41]([C:42]([CH3:43])([CH3:44])[CH3:45])(=[O:46])[O:47][CH2:48][Cl:49].[CH3:51][N:52]([CH3:53])[CH:54]=[O:55].[K+:39].[K+:40].[OH2:50].[c:1]1([CH:7]([O:8][CH:9]2[CH2:10][CH2:11][N:12]([CH2:15][CH2:16][CH2:17][NH:18][c:19]3[cH:20][cH:21][c:22]4[n:23]([n:24]3)[c:25](=[O:28])[nH:26][n:27]4)[CH2:13][CH2:14]2)[c:29]2[cH:30][cH:31][cH:32][cH:33][cH:34]2)[cH:2][cH:3][cH:4][cH:5][cH:6]1>>[c:1]1([CH:7]([O:8][CH:9]2[CH2:10][CH2:11][N:12]([CH2:15][CH2:16][CH2:17][NH:18][c:19]3[cH:20][cH:21][c:22]4[n:23]([n:24]3)[c:25](=[O:28])[n:26]([CH2:48][O:47][C:41]([C:42]([CH3:43])([CH3:44])[CH3:45])=[O:46])[n:27]4)[CH2:13][CH2:14]2)[c:29]2[cH:30][cH:31][cH:32][cH:33][cH:34]2)[cH:2][cH:3][cH:4][cH:5][cH:6]1. The product is CC(C)(C)C(=O)OCn1nc2ccc(NCCCN3CCC(OC(c4ccccc4)c4ccccc4)CC3)nn2c1=O. Starting materials: BrBr (bromine), COC=1SC(=CC1)S(=O)(=O)C[N+](=O)[O-] (2-methoxy-5-(nitromethylsulphonyl)thiophene). Solvent: C(C)(=O)O (acetic acid), C(C)(=O)O (acetic acid). Yields the product BrC1=C(SC(=C1)S(=O)(=O)C[N+](=O)[O-])OC (3-bromo-2-methoxy-5-(nitromethylsulphonyl)thiophene). Isolated yield 23.9%. As a reaction SMILES: [Br:1]Br.[CH3:3][O:4][C:5]1[S:6][C:7]([S:10]([CH2:13][N+:14]([O-:16])=[O:15])(=[O:12])=[O:11])=[CH:8][CH:9]=1>C(O)(=O)C>[Br:1][C:9]1[CH:8]=[C:7]([S:10]([CH2:13][N+:14]([O-:16])=[O:15])(=[O:11])=[O:12])[S:6][C:5]=1[O:4][CH3:3]. Reported procedure: A solution of bromine (0.254 g) in acetic acid (2 ml) was added to a stirred solution of 2-methoxy-5-(nitromethylsulphonyl)thiophene (0.39 g) in acetic acid (8 ml). After 1hour the mixture was quenched with water (10 ml). The yellow precipitate was collected by filtration and recrystallised from ethanol to give 3-bromo-2-methoxy-5-(nitromethylsulphonyl)thiophene as a white solid (0.12 g) m.p. 120°-121° C.; m/e (electron impact): 315, 317 [mean M+ for Br=80 is 316]; NMR (90 MHz): 4.1 (s,3H), 5.60... The reactants are Cl (Hydrogen chloride), C(#N)C=1SC2=C(N1)C=CC(=C2)F (2-cyano-6-fluorobenzothiazole), CO (methanol), O (water). The product is FC1=CC2=C(N=C(S2)C(=O)OC)C=C1 (Methyl (6-fluorobenzothiazol-2-yl)formate). Isolated yield 68.0%. As a reaction SMILES: Cl.[C:2]([C:4]1[S:5][C:6]2[CH:12]=[C:11]([F:13])[CH:10]=[CH:9][C:7]=2[N:8]=1)#N.[OH2:14].[CH3:15][OH:16]>>[F:13][C:11]1[CH:10]=[CH:9][C:7]2[N:8]=[C:4]([C:2]([O:16][CH3:15])=[O:14])[S:5][C:6]=2[CH:12]=1. Procedure: Hydrogen chloride gas was introduced over 3 minutes into a flask containing a solution of 137.2 mg of 2-cyano-6-fluorobenzothiazole in 2.7 ml of methanol with stirring, the reaction mixture being cooled in an ice-water bath. The reaction mixture was stirred at the same temperature for 2 minutes, and then water was added thereto. The resulting mixture was extracted with ethyl acetate to give an extract which was washed first with water and then an aqueous sodium chloride solution and then dried o... Starting materials: enol triflate, C([O-])([O-])=O.[Na+].[Na+] (sodium carbonate), C(C)#N (Acetonitrile), C(C)OC(=O)C1=CC=C(C=C1)B(O)O (4-ethoxycarbonylphenylboronic acid), trans-dichlorobis(triphenylphosphine) palladium (II). Reaction conditions: temperature 70 celsius, time 18 hour. Yields the product C(C)OC(=O)C1=CC=C(C=C1)C=1CCN(CC1)C(=O)OC(C)(C)C (tert-Butyl 4-(4-(ethoxycarbonyl)phenyl)-3,6-dihydropyridine-1 (2H)-carboxylate). RXN SMILES: [CH2:1]([O:3][C:4]([C:6]1[CH:11]=[CH:10][C:9](B(O)O)=[CH:8][CH:7]=1)=[O:5])[CH3:2].[C:15](=[O:18])([O-])[O-:16].[Na+].[Na+].[C:21](#[N:23])[CH3:22]>>[CH2:1]([O:3][C:4]([C:6]1[CH:11]=[CH:10][C:9]([C:8]2[CH2:22][CH2:21][N:23]([C:15]([O:16][C:6]([CH3:11])([CH3:7])[CH3:4])=[O:18])[CH2:10][CH:9]=2)=[CH:8][CH:7]=1)=[O:5])[CH3:2] |f:1.2.3|. Procedure: To a flask containing a portion of the enol triflate prepared above (8.00 g, 24.2 mmol) were added 4-ethoxycarbonylphenylboronic acid (6.09 g, 31.4 mmol) and trans-dichlorobis(triphenylphosphine) palladium (II) (1.693 g, 2.42 mmol). Acetonitrile (100 mL) and sodium carbonate (60 mL, 1.0 M aqueous, 60.0 mmol) were added, and the resulting mixture was degassed via nitrogen sparge. The reaction mixture was stirred at 70° C. for 18 h, then was allowed to cool to ambient temperature and was poured in...